From a dataset of the Open Reaction Database (ORD), a public repository of structured organic reaction records. describe an organic reaction: reactants, conditions, products, and yield Yields the product Cc1cccc2ncnc(Cl)c12. As a reaction SMILES: [CH3:18][c:19]1[cH:20][cH:21][cH:22][cH:23][cH:24]1.[CH3:1][c:2]1[c:3]2[c:4](=[O:12])[nH:5][cH:6][n:7][c:8]2[cH:9][cH:10][cH:11]1.[P:13]([Cl:14])([Cl:15])([Cl:16])=[O:17]>>[CH3:1][c:2]1[c:3]2[c:4]([Cl:15])[n:5][cH:6][n:7][c:8]2[cH:9][cH:10][cH:11]1. Reactants: Cc1ccccc1, Cc1cccc2nc[nH]c(=O)c12, O=P(Cl)(Cl)Cl. Yields the product Clc1ccc2c(c1)C(c1ccccc1)=NCc1nccn1-2. Reaction SMILES: [Cl:1][c:2]1[cH:3][cH:4][c:5]2[c:6]([cH:23]1)[C:7]([c:17]1[cH:18][cH:19][cH:20][cH:21][cH:22]1)=[N:8][CH2:9][c:10]1[n:11]-2[c:12]([CH:15]=[O:16])[cH:13][n:14]1.[cH:24]1[cH:25][cH:26][cH:27][cH:28][cH:29]1>>[Cl:1][c:2]1[cH:3][cH:4][c:5]2[c:6]([cH:23]1)[C:7]([c:17]1[cH:18][cH:19][cH:20][cH:21][cH:22]1)=[N:8][CH2:9][c:10]1[n:11]-2[cH:12][cH:13][n:14]1. Starting materials: O=Cc1cnc2n1-c1ccc(Cl)cc1C(c1ccccc1)=NC2, c1ccccc1.